Dataset: the Open Reaction Database (ORD), a public repository of structured organic reaction records. Task: describe an organic reaction: reactants, conditions, products, and yield The product is CC(=O)N1CCN(Cc2cccc(NC(=O)CNc3ccc(F)c(F)c3)c2C)CC1. RXN SMILES: [C:38]([CH3:39])(=[O:40])[N:41]1[CH2:42][CH2:43][NH:44][CH2:45][CH2:46]1.[CH4:6].[CH:29]([N:30]([CH2:31][CH3:32])[CH:33]([CH3:34])[CH3:35])([CH3:36])[CH3:37].[F:7][c:8]1[cH:9][c:10]([NH:15][CH2:16][C:17](=[O:18])[NH:19][c:20]2[c:21]([CH3:28])[c:22]([CH2:26][OH:27])[cH:23][cH:24][cH:25]2)[cH:11][cH:12][c:13]1[F:14].[O:47]1[CH2:48][CH2:49][CH2:50][CH2:51]1.[S:1]([Cl:2])([Cl:3])(=[O:4])=[O:5]>>[F:7][c:8]1[cH:9][c:10]([NH:15][CH2:16][C:17](=[O:18])[NH:19][c:20]2[c:21]([CH3:28])[c:22]([CH2:26][N:44]3[CH2:43][CH2:42][N:41]([C:38]([CH3:39])=[O:40])[CH2:46][CH2:45]3)[cH:23][cH:24][cH:25]2)[cH:11][cH:12][c:13]1[F:14]. Starting materials: CC(=O)N1CCNCC1, C, CCN(C(C)C)C(C)C, Cc1c(CO)cccc1NC(=O)CNc1ccc(F)c(F)c1, C1CCOC1, O=S(=O)(Cl)Cl. Starting materials: [BH4-].[Na+] (NaBH4), C(C=1C(N)=CC=CC1)(=O)O (anthranilic acid), COC1=NC=CC(=C1)C=O (2-methoxy-pyridine-4-carbaldehyde), C1(=CC=C(C=C1)S(=O)(=O)O)C (p-toluenesulfonic acid). Solvent: C1(=CC=CC=C1)C (toluene). The product is COC1=NC=CC(=C1)CNC1=C(C(=O)O)C=CC=C1 (2-[(2-methoxy-pyridin-4-ylmethyl)-amino]-benzoic acid). Reaction SMILES: [C:1]([OH:10])(=[O:9])[C:2]1[C:3](=[CH:5][CH:6]=[CH:7][CH:8]=1)[NH2:4].[CH3:11][O:12][C:13]1[CH:18]=[C:17]([CH:19]=O)[CH:16]=[CH:15][N:14]=1.C1(C)C=CC(S(O)(=O)=O)=CC=1.[BH4-].[Na+]>C1(C)C=CC=CC=1>[CH3:11][O:12][C:13]1[CH:18]=[C:17]([CH2:19][NH:4][C:3]2[CH:5]=[CH:6][CH:7]=[CH:8][C:2]=2[C:1]([OH:10])=[O:9])[CH:16]=[CH:15][N:14]=1 |f:3.4|. Procedure details: A mixture of anthranilic acid (1.37 g, 1.0 mmol), 2-methoxy-pyridine-4-carbaldehyde (1.37 g, 1.0 mmol), and p-toluenesulfonic acid mohohydrate (0.025 g, 0.13 mmol) in 30 mL of anhydrous toluene was stirred at reflux for 1 h, cooled to RT, and NaBH4 (0.9 g) was added. The mixture was stirred at RT for 30 min, and quenched with MeOH. The volatiles were removed under reduced pressure, and the residue was taken up in water. AcOH was added to bring pH to 4, and the mixture was extracted with EtOAc. T... RXN SMILES: [CH:1]([NH:3][C:4]1[S:5][CH:6]=[C:7]([C:9](=[N:25][O:26][CH3:27])[C:10]([NH:12][CH:13]2[C:23](=[O:24])[N:15]3[C:16]([C:20]([OH:22])=[O:21])=[CH:17][CH2:18][S:19][C@H:14]23)=[O:11])[N:8]=1)=[O:2].[CH2:28]([O:36][CH2:37][CH:38]([CH2:40][O:41][CH2:42][CH2:43][CH2:44][CH2:45][CH2:46][CH2:47][CH2:48][CH3:49])O)[CH2:29][CH2:30][CH2:31][CH2:32][CH2:33][CH2:34][CH3:35].C1(S(Cl)(=O)=O)C=CC=CC=1.S(=O)(=O)(O)O>N1C=CC=CC=1>[CH:1]([NH:3][C:4]1[S:5][CH:6]=[C:7]([C:9](=[N:25][O:26][CH3:27])[C:10]([NH:12][CH:13]2[C:23](=[O:24])[N:15]3[CH:16]([C:20]([O:22][CH:38]([CH2:37][O:36][CH2:28][CH2:29][CH2:30][CH2:31][CH2:32][CH2:33][CH2:34][CH3:35])[CH2:40][O:41][CH2:42][CH2:43][CH2:44][CH2:45][CH2:46][CH2:47][CH2:48][CH3:49])=[O:21])[CH:17]=[CH:18][S:19][C@H:14]23)=[O:11])[N:8]=1)=[O:2]. The solvent is N1=CC=CC=C1 (pyridine). Isolated yield 30.0%. Yields the product C(=O)NC=1SC=C(N1)C(C(=O)NC1[C@@H]2N(C(C=CS2)C(=O)OC(COCCCCCCCC)COCCCCCCCC)C1=O)=NOC (2-n-octyloxy-1-n-octyloxymethylethyl 7-[2-(2-formamidothiazol-4-yl)-2-methoxyiminoacetamido]-2-cephem-4-carboxylate). Starting materials: resultant mixture, ice, C(CCCCCCC)OCC(O)COCCCCCCCC (2-n-octyloxy-1-n-octyloxymethylethanol), C(=O)NC=1SC=C(N1)C(C(=O)NC1[C@@H]2N(C(=CCS2)C(=O)O)C1=O)=NOC (7-[2-(2-formamidothiazol-4-yl)-2-methoxyiminoacetamido]-3-cephem-4-carboxylic acid), C1(=CC=CC=C1)S(=O)(=O)Cl (Benzenesulfonyl chloride), S(O)(O)(=O)=O (sulfuric acid). Procedure: A mixture of 7-[2-(2-formamidothiazol-4-yl)-2-methoxyiminoacetamido]-3-cephem-4-carboxylic acid (syn isomer, 6.0 g) and molecular sieves (20 g) in dry pyridine (60 ml) was stirred at 0° to 5° C. for an hour, and 2-n-octyloxy-1-n-octyloxymethylethanol [4.6 g] was added thereto. Benzenesulfonyl chloride (2.6 g) was dropwise added to the stirred solution at -5° to -3° C. over 30 minutes, and then stirred at 0° C. for an hour. The resultant mixture was poured into the crushed ice (300 g), adjusted t... The reactants are C(C)OC(C(C)(C)S(NC1CCCCC1)(=O)=O)=O (2-cyclohexylsulfamoyl-2-methylpropionic acid ethyl ester), NN (hydrazine). Solvent: C(C)O (ethanol). Conditions: time 12 hour. The product is C1(CCCCC1)NS(=O)(=O)C(C)(C)C(=O)NN (2-Hydrazinocarbonylpropane-2-sulfonic acid Cyclohexylamide). Reaction SMILES: C([O:3][C:4](=O)[C:5]([S:8](=[O:17])(=[O:16])[NH:9][CH:10]1[CH2:15][CH2:14][CH2:13][CH2:12][CH2:11]1)([CH3:7])[CH3:6])C.[NH2:19][NH2:20]>C(O)C>[CH:10]1([NH:9][S:8]([C:5]([C:4]([NH:19][NH2:20])=[O:3])([CH3:7])[CH3:6])(=[O:17])=[O:16])[CH2:15][CH2:14][CH2:13][CH2:12][CH2:11]1. Reported procedure: Using a method similar to that described by S. Paik and E. H. White (Tetrahedron, 1996, 52, 5303), 2-cyclohexylsulfamoyl-2-methylpropionic acid ethyl ester DF1 (which is prepared by the method of A. De Blic et al. (Synthesis, 1982, 281)) in ethanol is treated with 1.2 equivalent of 95% hydrazine under N2 and the mixture is allowed to stand at RT for 12 h. The reaction mixture is concentrated to give the title compound DF2 which is used directly in Step 2. Starting materials: Brc1ccc2ccsc2c1, C1CCOC1, Cc1ccccc1, O=C1CCC(=O)N1Cl, ClCCl, I, [Mg], NC(c1ccccc1)c1ccccc1, O=S=O, O. Product: O=S(=O)(NC(c1ccccc1)c1ccccc1)c1ccc2ccsc2c1. As a reaction SMILES: [Br:3][c:4]1[cH:5][cH:6][c:7]2[c:8]([s:9][cH:10][cH:11]2)[cH:12]1.[CH2:38]1[O:39][CH2:40][CH2:41][CH2:42]1.[CH3:47][c:48]1[cH:49][cH:50][cH:51][cH:52][cH:53]1.[Cl:16][N:17]1[C:18](=[O:19])[CH2:20][CH2:21][C:22]1=[O:23].[Cl:43][CH2:44][Cl:45].[I:2].[Mg:1].[NH2:24][CH:25]([c:26]1[cH:27][cH:28][cH:29][cH:30][cH:31]1)[c:32]1[cH:33][cH:34][cH:35][cH:36][cH:37]1.[O:13]=[S:14]=[O:15].[OH2:46]>>[c:4]1([S:14](=[O:13])(=[O:15])[NH:24][CH:25]([c:26]2[cH:27][cH:28][cH:29][cH:30][cH:31]2)[c:32]2[cH:33][cH:34][cH:35][cH:36][cH:37]2)[cH:5][cH:6][c:7]2[c:8]([s:9][cH:10][cH:11]2)[cH:12]1. Starting materials: NC1=NC(=C2N=CN(C2=N1)[C@H]1[C@@H](O)[C@H](O)[C@H](O1)CO)OC (2-Amino-6-methoxy-9-b-D-arabinofuranosyl-9H-purine), ice H2O, ClC(CO)(Cl)Cl (2,2,2-trichloroethanol), C(C)(=O)OCC(Cl)(Cl)Cl (trichloroethyl acetate), C(CC)(=O)OCC(Cl)(Cl)Cl (trichloroethyl propionate), C(C)(=O)OCC(Cl)(Cl)Cl (Trichloroethyl acetate), C(C)(=O)Cl (Acetyl chloride). The solvent is N1=CC=CC=C1 (pyridine), N1=CC=CC=C1 (pyridine), O (H2O), P(=O)([O-])([O-])[O-].[K+].[K+].[K+] (potassium phosphate). The product is NC1=NC(=C2N=CN(C2=N1)[C@H]1[C@@H](O)[C@H](O)[C@H](O1)COC(C)=O)OC (2-Amino-6-methoxy-9-(5-O-acetyl-β-D -arabinofuranosyl)-9H-purine). As a reaction SMILES: [NH2:1][C:2]1[N:10]=[C:9]2[C:5]([N:6]=[CH:7][N:8]2[C@@H:11]2[O:17][C@H:16]([CH2:18][OH:19])[C@@H:14]([OH:15])[C@@H:12]2[OH:13])=[C:4]([O:20][CH3:21])[N:3]=1.[C:22](OCC(Cl)(Cl)Cl)(=[O:25])[CH2:23]C.C(OCC(Cl)(Cl)Cl)(=O)C.ClC(Cl)(Cl)CO.C(Cl)(=O)C>N1C=CC=CC=1.P([O-])([O-])([O-])=O.[K+].[K+].[K+].O>[NH2:1][C:2]1[N:10]=[C:9]2[C:5]([N:6]=[CH:7][N:8]2[C@@H:11]2[O:17][C@H:16]([CH2:18][O:19][C:22](=[O:25])[CH3:23])[C@@H:14]([OH:15])[C@@H:12]2[OH:13])=[C:4]([O:20][CH3:21])[N:3]=1 |f:6.7.8.9|. Reported procedure: 2-Amino-6-methoxy-9-b-D-arabinofuranosyl-9H-purine (1.0 g, 3.3 mmol) was suspended in 40 ml of pyridine that contained 300 μL of H2O and 1 ml of trichloroethyl propionate (Trichloroethyl acetate was synthesized as follows:2,2,2-trichloroethanol (19.1 mL, 197.1 mmole) and dry pyridine (40 mL) were placed in a three-neck, round-bottom flask equipped with argon inlet valve, thermometer, dropping funnel, magnetic stirring, and ice/H2O bath. Acetyl chloride (14.5 mL, 199.8 mmole) was placed in the dr... The reactants are NN=CC1=CC=C(OCCCCCOC2=CC(=C(C(=O)N(C(C)C)C(C)C)C=C2)OCC(N)=O)C=C1 (4-[5-[4-(aminoiminomethyl)phenoxy]pentyloxy]-2-carbamoylmethoxy-N,N-bis(1-methylethyl)benzamide), C(C)(=O)OC1=CC=CC=C1 (phenyl acetate). Solvent: C(Cl)Cl (methylene chloride). Run at time 4 hour. Product: C(C)(=O)N=NCC1=CC=C(OCCCCCOC2=CC(=C(C(=O)N(C(C)C)C(C)C)C=C2)OCC(N)=O)C=C1 (4-[5-[4[(acetylimino)aminomethyl]-phenoxy]-pentyloxy]-2-carbamoylmethoxy-N,N-bis(1-methylethyl)benzamide). Reaction SMILES: [NH2:1][N:2]=[CH:3][C:4]1[CH:36]=[CH:35][C:7]([O:8][CH2:9][CH2:10][CH2:11][CH2:12][CH2:13][O:14][C:15]2[CH:29]=[CH:28][C:18]([C:19]([N:21]([CH:25]([CH3:27])[CH3:26])[CH:22]([CH3:24])[CH3:23])=[O:20])=[C:17]([O:30][CH2:31][C:32](=[O:34])[NH2:33])[CH:16]=2)=[CH:6][CH:5]=1.[C:37](OC1C=CC=CC=1)(=[O:39])[CH3:38]>C(Cl)Cl>[C:37]([N:1]=[N:2][CH2:3][C:4]1[CH:36]=[CH:35][C:7]([O:8][CH2:9][CH2:10][CH2:11][CH2:12][CH2:13][O:14][C:15]2[CH:29]=[CH:28][C:18]([C:19]([N:21]([CH:22]([CH3:24])[CH3:23])[CH:25]([CH3:26])[CH3:27])=[O:20])=[C:17]([O:30][CH2:31][C:32](=[O:34])[NH2:33])[CH:16]=2)=[CH:6][CH:5]=1)(=[O:39])[CH3:38]. Reported procedure: To a mixture of 0.47 g (1.0 mmol) of 4-[5-[4-(aminoiminomethyl)phenoxy]pentyloxy]-2-carbamoylmethoxy-N,N-bis(1-methylethyl)benzamide in 10 ml of methylene chloride is added 0.14 g (1.0 mmol) of phenyl acetate. The mixture is stirred at room temperature for 4 hours and then poured onto a silica gel column and eluted with ethyl acetate, and then 10% methanol/ethyl acetate to give 4-[5-[4[(acetylimino)aminomethyl]-phenoxy]-pentyloxy]-2-carbamoylmethoxy-N,N-bis(1-methylethyl)benzamide as a foam; CHN...